From a dataset of the Open Reaction Database (ORD), a public repository of structured organic reaction records. describe an organic reaction: reactants, conditions, products, and yield Procedure details: Reflux a solution of 7.54 g (14 mmol) of ethyl (2E,4E)-5-(2,6-dimethoxyphenyl)-2-[(triphenylphosphoranylidene)amino]penta-2,4-dienoate and 2.42 g (15.4 mmol) of 4-chloro-3-hydroxybenzaldehyde in 280 mL of anhydrous acetonitrile for 96 h. After cooling to RT, concentrate the reaction mixture under reduced pressure and purify the residue obtained by silica gel column chromatography, eluting with a cyclohexane/ethyl acetate (EtOAc) gradient from 0 to 30% of EtOAc. After concentration under reduced ... RXN SMILES: [CH3:1][O:2][C:3]1[CH:8]=[CH:7][CH:6]=[C:5]([O:9][CH3:10])[C:4]=1/[CH:11]=[CH:12]/[CH:13]=[C:14](/[N:20]=P(C1C=CC=CC=1)(C1C=CC=CC=1)C1C=CC=CC=1)\[C:15]([O:17][CH2:18][CH3:19])=[O:16].[Cl:40][C:41]1[CH:48]=[CH:47][C:44]([CH:45]=O)=[CH:43][C:42]=1[OH:49]>C(#N)C>[Cl:40][C:41]1[CH:48]=[CH:47][C:44]([C:45]2[N:20]=[C:14]([C:15]([O:17][CH2:18][CH3:19])=[O:16])[CH:13]=[CH:12][C:11]=2[C:4]2[C:5]([O:9][CH3:10])=[CH:6][CH:7]=[CH:8][C:3]=2[O:2][CH3:1])=[CH:43][C:42]=1[OH:49]. The yield is 41.4%. The solvent is C(C)#N (acetonitrile). Reactants: COC1=C(C(=CC=C1)OC)/C=C/C=C(\C(=O)OCC)/N=P(C1=CC=CC=C1)(C1=CC=CC=C1)C1=CC=CC=C1 (ethyl (2E,4E)-5-(2,6-dimethoxyphenyl)-2-[(triphenylphosphoranylidene)amino]penta-2,4-dienoate), ClC1=C(C=C(C=O)C=C1)O (4-chloro-3-hydroxybenzaldehyde). Product: ClC1=C(C=C(C=C1)C1=C(C=CC(=N1)C(=O)OCC)C1=C(C=CC=C1OC)OC)O (ethyl 6-(4-chloro-3-hydroxyphenyl)-5-(2,6-dimethoxyphenyl)pyridine-2-carboxylate). The reactants are CN1C(=C(C(=O)O)C(C=C1C1=CC=C(C=C1)Cl)=O)C1=CC=C(C=C1)Cl (1-methyl-2,6-di(4'-chlorophenyl)-4-oxonicotinic acid), [OH-].[Na+] (NaOH). Solvent: CO (methanol). Product: CN1C(=C(C(=O)[O-])C(C=C1C1=CC=C(C=C1)Cl)=O)C1=CC=C(C=C1)Cl.[Na+] (sodium 1-methyl-2,6-di(4'-chlorophenyl)-4-oxonicotinate). Isolated yield 96.7%. Reaction SMILES: [CH3:1][N:2]1[C:10]([C:11]2[CH:16]=[CH:15][C:14]([Cl:17])=[CH:13][CH:12]=2)=[CH:9][C:8](=[O:18])[C:4]([C:5]([OH:7])=[O:6])=[C:3]1[C:19]1[CH:24]=[CH:23][C:22]([Cl:25])=[CH:21][CH:20]=1.[OH-].[Na+:27]>CO>[CH3:1][N:2]1[C:10]([C:11]2[CH:12]=[CH:13][C:14]([Cl:17])=[CH:15][CH:16]=2)=[CH:9][C:8](=[O:18])[C:4]([C:5]([O-:7])=[O:6])=[C:3]1[C:19]1[CH:20]=[CH:21][C:22]([Cl:25])=[CH:23][CH:24]=1.[Na+:27] |f:1.2,4.5|. Reported procedure: 3.32 gms of 1-methyl-2,6-di(4'-chlorophenyl)-4-oxonicotinic acid, 0.39 gms of NaOH and 50 mls of methanol were mixed. Evaporation of the solvent provided 3.4 gms of sodium 1-methyl-2,6-di(4'-chlorophenyl)-4-oxonicotinate as a glass solid. The reactants are N(=NC(=O)N1CCCCC1)C(=O)N1CCCCC1 (1,1′-(azodicarbonyl)-dipiperidine), SC1=CC(=C(OCC(=O)O)C=C1)C ((4-Mercapto-2-methyl-phenoxy)-acetic acid), ClC1=C(C(=CC=C1)F)CCC=1N=C(SC1C(C)O)C1=CC=C(C=C1)C(F)(F)F (1-[4-[2-(2-Chloro-6-fluoro-phenyl)-ethyl]-2-(4-trifluoromethyl-phenyl)-thiazol-5-yl]-ethanol), C(CCC)P(CCCC)CCCC (Tributylphosphine). Solvent: C1(=CC=CC=C1)C (toluene). Reaction conditions: time 8 hour. Yields the product C(C)OC(COC1=C(C=C(C=C1)SC(C)C1=C(N=C(S1)C1=CC=C(C=C1)C(F)(F)F)CCC1=C(C=CC=C1F)Cl)C)=O ((4-{1-[4-[2-(2-Chloro-6-fluoro-phenyl)-ethyl]-2-(4-trifluoromethyl-phenyl)-thiazol-5-yl]-ethylsulfan yl}-2-methyl-phenoxy)-acetic acid ethyl ester). Yield: 53.9%. Reaction SMILES: [SH:1][C:2]1[CH:12]=[CH:11][C:5]([O:6][CH2:7][C:8]([OH:10])=[O:9])=[C:4]([CH3:13])[CH:3]=1.[Cl:14][C:15]1[CH:20]=[CH:19][CH:18]=[C:17]([F:21])[C:16]=1[CH2:22][CH2:23][C:24]1[N:25]=[C:26]([C:32]2[CH:37]=[CH:36][C:35]([C:38]([F:41])([F:40])[F:39])=[CH:34][CH:33]=2)[S:27][C:28]=1[CH:29](O)[CH3:30].[CH2:42](P(CCCC)CCCC)[CH2:43]CC.N(C(N1CCCCC1)=O)=NC(N1CCCCC1)=O>C1(C)C=CC=CC=1>[CH2:42]([O:9][C:8](=[O:10])[CH2:7][O:6][C:5]1[CH:11]=[CH:12][C:2]([S:1][CH:29]([C:28]2[S:27][C:26]([C:32]3[CH:37]=[CH:36][C:35]([C:38]([F:41])([F:40])[F:39])=[CH:34][CH:33]=3)=[N:25][C:24]=2[CH2:23][CH2:22][C:16]2[C:17]([F:21])=[CH:18][CH:19]=[CH:20][C:15]=2[Cl:14])[CH3:30])=[CH:3][C:4]=1[CH3:13])[CH3:43]. Procedure details: A solution of (4-Mercapto-2-methyl-phenoxy)-acetic acid (158 mg, 0.7 mmol) and 1-[4-[2-(2-Chloro-6-fluoro-phenyl)-ethyl]-2-(4-trifluoromethyl-phenyl)-thiazol-5-yl]-ethanol (200 mg, 0.465 mmol) in toluene (3.0 mL) is degassed and filled with nitrogen for 3 times. Tributylphosphine (0.174 mL, 0.7 mmol) is added to the reaction mixture under nitrogen at 0° C., followed by addition of of 1,1′-(azodicarbonyl)-dipiperidine (177 mg, 0.7 mmol). The reaction mixture is allowed to warm to room temperature...